This data is from the Open Reaction Database (ORD), a public repository of structured organic reaction records. The task is: describe an organic reaction: reactants, conditions, products, and yield Reactants: CCN(C(C)C)C(C)C, ClC(Cl)Cl, CC(O)(C[NH3+])C(F)(F)F, O=C1OC(=O)c2ccccc21. The product is CC(O)(CN1C(=O)c2ccccc2C1=O)C(F)(F)F. Reaction SMILES: [CH:21]([N:22]([CH2:23][CH3:24])[CH:25]([CH3:26])[CH3:27])([CH3:28])[CH3:29].[CH:30]([Cl:31])([Cl:32])[Cl:33].[F:1][C:2]([C:3]([CH2:4][NH3+:5])([CH3:6])[OH:7])([F:8])[F:9].[O:10]=[C:11]1[O:12][C:13](=[O:14])[c:15]2[cH:16][cH:17][cH:18][cH:19][c:20]21>>[F:1][C:2]([C:3]([CH2:4][N:5]1[C:11](=[O:10])[c:20]2[c:15]([cH:16][cH:17][cH:18][cH:19]2)[C:13]1=[O:12])([CH3:6])[OH:7])([F:8])[F:9]. Reactants: C1(=CC=CC=C1)/C(=C(\CC)/C1=CC=CC=C1)/C1=CC=C(C=C1)C=CC(=O)O (3-[4-(Z)-(1,2-diphenylbut-1-enyl)phenyl]-acrylic acid), [N+](=O)([O-])C=1C=C(C=CC1)S(=O)(=O)N (3-nitrobenzenesulfonamide). Yields the product C1(=CC=CC=C1)C(=C(CC)C1=CC=CC=C1)C1=CC=C(C=C1)C=CC(=O)NS(=O)(=O)C1=CC(=CC=C1)[N+](=O)[O-] (N-{3-[4-(1,2-diphenyl-but-1-enyl)-phenyl]-acryloyl}-3-nitro-benzenesulfonamide). RXN SMILES: [C:1]1(/[C:7](/[C:17]2[CH:22]=[CH:21][C:20]([CH:23]=[CH:24][C:25](O)=[O:26])=[CH:19][CH:18]=2)=[C:8](/[C:11]2[CH:16]=[CH:15][CH:14]=[CH:13][CH:12]=2)\[CH2:9][CH3:10])[CH:6]=[CH:5][CH:4]=[CH:3][CH:2]=1.[N+:28]([C:31]1[CH:32]=[C:33]([S:37]([NH2:40])(=[O:39])=[O:38])[CH:34]=[CH:35][CH:36]=1)([O-:30])=[O:29]>>[C:1]1([C:7]([C:17]2[CH:22]=[CH:21][C:20]([CH:23]=[CH:24][C:25]([NH:40][S:37]([C:33]3[CH:34]=[CH:35][CH:36]=[C:31]([N+:28]([O-:30])=[O:29])[CH:32]=3)(=[O:38])=[O:39])=[O:26])=[CH:19][CH:18]=2)=[C:8]([C:11]2[CH:16]=[CH:15][CH:14]=[CH:13][CH:12]=2)[CH2:9][CH3:10])[CH:2]=[CH:3][CH:4]=[CH:5][CH:6]=1. Procedure details: Prepared by coupling 1a and 3-nitrobenzenesulfonamide in accordance with Procedure 1, Method A described hereinabove. Yield (14%); 1H NMR (d6-DMSO) δ 8.59 (t, J=2.2 Hz, 1H), 8.47 (d, J=7.0 Hz, 1H), 8.30 (d, J=7.7 Hz, 1H) 7.87 (t, J=8.1 Hz, 1H), 7.38–7.07 (m, 13H), 6.83 (d, J=8.4 Hz, 2H), 6.38 (d, J=15.7 Hz, 1H), 2.35 (q, J=7.4 Hz, 2H), 0.81 (t, J=7.4 Hz, 3H); APcI m/z: 537 (M−H−). Yields the product CNS(=O)(=O)Cc1ccc(N)c(I)c1. Reaction SMILES: [CH3:16][C:17]#[N:18].[I:14][Cl:15].[NH2:1][c:2]1[cH:3][cH:4][c:5]([CH2:8][S:9](=[O:10])(=[O:11])[NH:12][CH3:13])[cH:6][cH:7]1>>[NH2:1][c:2]1[c:3]([I:14])[cH:4][c:5]([CH2:8][S:9](=[O:10])(=[O:11])[NH:12][CH3:13])[cH:6][cH:7]1. Reactants: CC#N, ClI, CNS(=O)(=O)Cc1ccc(N)cc1. The reactants are O[C@@H]1[C@H](CCCC1)N1C(C2C=C(C=C3C2(C1)C=CC=C3)CN3CCC(CC3)(C#N)C3=NC=CC=C3)=O (1-({2-[(1S,2S)-2-hydroxycyclohexyl]-3-oxo-2,3-dihydro-1H-benzo[d]isoindol-5-yl}methyl)-4-(pyridine-2-yl)piperidine-4-carbonitrile), N1(CCCCC1)C(=O)[O-] (piperidine-1-carboxylate), C(#N)C1(CCN(CC1)C(=O)OC(C)(C)C)C1=NC=CC=C1 (tert-butyl 4-cyano-4-pyridin-2-ylpiperidine-1-carboxylate). The product is O[C@@H]1[C@H](CCCC1)N1C(C=2C=C(C3=C(C2C1)C=CC=C3)CN3CCC(CC3)(C#N)C3=NC(=CC=C3)OC)=O (1-({2-[(1S,2S)-2-Hydroxycyclohexyl]-3-oxo-2,3-dihydro-1H-benzo[e]isoindol-5-yl}methyl)-4-(6-methoxypyridin-2-yl)piperidine-4-carbonitrile). Reaction SMILES: [OH:1][C@H:2]1[CH2:7][CH2:6][CH2:5][CH2:4][C@@H:3]1[N:8]1[CH2:16][C:15]23[CH:17]=[CH:18][CH:19]=[CH:20][C:14]2=[CH:13][C:12]([CH2:21][N:22]2[CH2:27][CH2:26][C:25]([C:30]4[CH:35]=[CH:34][CH:33]=[CH:32][N:31]=4)([C:28]#[N:29])[CH2:24][CH2:23]2)=[CH:11][CH:10]3[C:9]1=[O:36].N1([C:43]([O-])=[O:44])CCCCC1.C(C1(C2C=CC=CN=2)CCN(C(OC(C)(C)C)=O)CC1)#N>>[OH:1][C@H:2]1[CH2:7][CH2:6][CH2:5][CH2:4][C@@H:3]1[N:8]1[CH2:16][C:15]2[C:14]3[CH:20]=[CH:19][CH:18]=[CH:17][C:13]=3[C:12]([CH2:21][N:22]3[CH2:27][CH2:26][C:25]([C:30]4[CH:35]=[CH:34][CH:33]=[C:32]([O:44][CH3:43])[N:31]=4)([C:28]#[N:29])[CH2:24][CH2:23]3)=[CH:11][C:10]=2[C:9]1=[O:36]. Procedure details: The titled compound was prepared employing the procedures described for the construction of 1-({2-[(1S,2S)-2-hydroxycyclohexyl]-3-oxo-2,3-dihydro-1H-benzo[d]isoindol-5-yl}methyl)-4-(pyridine-2-yl)piperidine-4-carbonitrile in Example 1, substituting tert-butyl 4-cyano-4-methoxypyridin-2-yl)piperidine-1-carboxylate for tert-butyl 4-cyano-4-pyridin-2-ylpiperidine-1-carboxylate. The resultant white solid gave proton NMR spectra consistent with theory and a mass ion (ES+) of 511.2715 for [M+H]+[calc'... Reaction SMILES: [NH:1]([C:3]1[N:8]([CH2:9][CH2:10][C:11]2[CH:16]=[CH:15][CH:14]=[CH:13][CH:12]=2)[C:7](=[O:17])[N:6]([CH2:18][CH2:19][CH3:20])[C:5](=[O:21])[CH:4]=1)[NH2:2].[CH3:22][N:23]=[C:24]=S.CO>CN(C=O)C>[CH3:22][NH:23][C:24]1[C:4]2[C:5](=[O:21])[N:6]([CH2:18][CH2:19][CH3:20])[C:7](=[O:17])[N:8]([CH2:9][CH2:10][C:11]3[CH:12]=[CH:13][CH:14]=[CH:15][CH:16]=3)[C:3]=2[NH:1][N:2]=1. The product is CNC1=NNC=2N(C(N(C(C21)=O)CCC)=O)CCC2=CC=CC=C2 (3-Methylamino-7-phenethyl-5-propylpyrazolo[3,4-d]-pyrimidine-4,6(5H,7H)-dione). Run in CN(C)C=O (DMF). Starting materials: N(N)C1=CC(N(C(N1CCC1=CC=CC=C1)=O)CCC)=O (6-hydrazino-1-phenethyl-3-propyluracil), CN=C=S (methyl isothiocyanate), CO (methanol). Conditions: time 15 hour. Reported procedure: A solution of 6-hydrazino-1-phenethyl-3-propyluracil (1.5 g, 5.2 mM) and methyl isothiocyanate (1.1 ml, 16 mM) in DMF (15 ml) was stirred at 60° C. for 2 hours and then at 120° C. for 15 hours. To the solution was added 50% methanol (10 ml) and the mixture was cooled to give crystals. Recrystallization from DMF/methanol afforded colorless crystals (0.7 g, 41%), m.p. 256°-258° C. Starting materials: O=C(Cl)c1ccc(C(F)(F)F)cc1, COc1cc(-c2nn(C3CCC(N4CCN(C)CC4)CC3)c3ncnc(N)c23)ccc1N, c1ccncc1. The product is COc1cc(-c2nn(C3CCC(N4CCN(C)CC4)CC3)c3ncnc(N)c23)ccc1NC(=O)c1ccc(C(F)(F)F)cc1. As a reaction SMILES: [F:1][C:2]([c:3]1[cH:4][cH:5][c:6]([C:9](=[O:10])[Cl:11])[cH:7][cH:8]1)([F:12])[F:13].[NH2:14][c:15]1[c:16]([O:44][CH3:45])[cH:17][c:18](-[c:21]2[n:22][n:23]([CH:31]3[CH2:32][CH2:33][CH:34]([N:37]4[CH2:38][CH2:39][N:40]([CH3:43])[CH2:41][CH2:42]4)[CH2:35][CH2:36]3)[c:24]3[n:25][cH:26][n:27][c:28]([NH2:30])[c:29]23)[cH:19][cH:20]1.[cH:46]1[cH:47][cH:48][n:49][cH:50][cH:51]1>>[F:1][C:2]([c:3]1[cH:4][cH:5][c:6]([C:9](=[O:10])[NH:14][c:15]2[c:16]([O:44][CH3:45])[cH:17][c:18](-[c:21]3[n:22][n:23]([CH:31]4[CH2:32][CH2:33][CH:34]([N:37]5[CH2:38][CH2:39][N:40]([CH3:43])[CH2:41][CH2:42]5)[CH2:35][CH2:36]4)[c:24]4[n:25][cH:26][n:27][c:28]([NH2:30])[c:29]34)[cH:19][cH:20]2)[cH:7][cH:8]1)([F:12])[F:13].